This data is from the Open Reaction Database (ORD), a public repository of structured organic reaction records. The task is: describe an organic reaction: reactants, conditions, products, and yield Reaction SMILES: [C:19]([CH3:20])([CH3:21])([CH3:22])[O:23][NH2:24].[CH2:1]([CH3:2])[n:3]1[c:4]2[c:5]([c:6](=[O:12])[c:7]([C:9](=[O:10])[OH:11])[cH:8]1)[cH:13][c:14]([CH:16]=[O:17])[s:15]2.[ClH:18].[ClH:25].[Na+:27].[OH-:26].[OH2:28]>>[CH2:1]([CH3:2])[n:3]1[c:4]2[c:5]([c:6](=[O:12])[c:7]([C:9](=[O:10])[OH:11])[cH:8]1)[cH:13][c:14]([CH:16]=[N:24][O:23][C:19]([CH3:20])([CH3:21])[CH3:22])[s:15]2. Product: CCn1cc(C(=O)O)c(=O)c2cc(C=NOC(C)(C)C)sc21. Starting materials: CC(C)(C)ON, CCn1cc(C(=O)O)c(=O)c2cc(C=O)sc21, Cl, Cl, [Na+], [OH-], O. The reactants are S(=O)(O)[O-].[Na+] (sodium hydrogensulfite), O=C1N(C(SC1)=S)NC1=C(C(=O)O)C=CC=C1 (2-(4-oxo-2-thioxo-thiazolidin-3-ylamino)-benzoic acid), [N+](=O)([O-])C=1C=C(C=CC1)C1=CC=C(O1)C=O (5-(3-nitrophenyl)furan-2-carbaldehyde), C(C)(=O)O.C(C)(=O)O.C(CN)N (ethylenediamine diacetate). Solvent: CO (methanol). Reaction conditions: time 18 hour. Product: [N+](=O)([O-])C=1C=C(C=CC1)C1=CC=C(O1)C=C1C(N(C(S1)=S)NC1=C(C(=O)O)C=CC=C1)=O (2-{5-[1-[5-(3-Nitro-phenyl)-furan-2-yl]-methylidene]-4-oxo-2-thioxo-thiazolidin-3-ylamino}-benzoic acid). Isolated yield 74.5%. RXN SMILES: [O:1]=[C:2]1[CH2:6][S:5][C:4](=[S:7])[N:3]1[NH:8][C:9]1[CH:17]=[CH:16][CH:15]=[CH:14][C:10]=1[C:11]([OH:13])=[O:12].[N+:18]([C:21]1[CH:22]=[C:23]([C:27]2[O:31][C:30]([CH:32]=O)=[CH:29][CH:28]=2)[CH:24]=[CH:25][CH:26]=1)([O-:20])=[O:19].C(O)(=O)C.C(O)(=O)C.C(N)CN.S([O-])(O)=O.[Na+]>CO>[N+:18]([C:21]1[CH:22]=[C:23]([C:27]2[O:31][C:30]([CH:32]=[C:6]3[S:5][C:4](=[S:7])[N:3]([NH:8][C:9]4[CH:17]=[CH:16][CH:15]=[CH:14][C:10]=4[C:11]([OH:13])=[O:12])[C:2]3=[O:1])=[CH:29][CH:28]=2)[CH:24]=[CH:25][CH:26]=1)([O-:20])=[O:19] |f:2.3.4,5.6|. Procedure: A mixture of 2-(4-oxo-2-thioxo-thiazolidin-3-ylamino)-benzoic acid (0.092 g, 0.34 mmol), 5-(3-nitrophenyl)furan-2-carbaldehyde (0.071 g, 0.33 mmol) (purchased from Aldrich Chemical Company) and ethylenediamine diacetate (0.059 g, 0.033 mmol) in methanol (10 mL) was stirred at room temperature for 18 h. The reaction mixture was poured into stirred 0.6 N aq sodium hydrogensulfite (50 mL). The mixture was vigorously stirred for 30 min. The solid product was filtered off and washed on funnel success... Starting materials: S1C=C(C=C1)C1=CN=C(S1)NC1=CC=C(C=C1)O (4-(5-thiophen-3-yl-thiazol-2-yl-amino)-phenol), BrC=1C=C(C=CC1)CC=O ((3-bromophenyl)-acetaldehyde). The solvent is C(Cl)Cl.CO (CH2Cl2 MeOH). Yields the product BrC=1C=C(C=CC1)C1=CN=C(S1)NC1=CC=C(C=C1)O (4-[5-(3-Bromo-phenyl)-thiazol-2-ylamino]-phenol). Reaction SMILES: S1[CH:5]=[CH:4][C:3]([C:6]2[S:10][C:9]([NH:11][C:12]3[CH:17]=[CH:16][C:15]([OH:18])=[CH:14][CH:13]=3)=[N:8][CH:7]=2)=[CH:2]1.[Br:19][C:20]1C=C(CC=O)C=C[CH:25]=1>C(Cl)Cl.CO>[Br:19][C:20]1[CH:2]=[C:3]([C:6]2[S:10][C:9]([NH:11][C:12]3[CH:17]=[CH:16][C:15]([OH:18])=[CH:14][CH:13]=3)=[N:8][CH:7]=2)[CH:4]=[CH:5][CH:25]=1 |f:2.3|. Procedure details: The title compound is prepared as described in Example 12 (Procedure B) for 4-(5-thiophen-3-yl-thiazol-2-yl-amino)-phenol but starting from (3-bromophenyl)-acetaldehyde. The title compound: ES-MS: 348.9 [M+2]+; single peak at tR=3.92 min (System 2); Rf=0.47 (CH2Cl2/MeOH, 90/10). Procedure details: 3-amino-2-(Boc-piperazine)pyridine 7 (3.813 g, about 11.16 mmol, crude) was dissolved in dichloroethane (75 mL). Acetone (1.7 mL, 23.12 mmol) was added, followed by an addition of HOAc (1.0 mL, 17.45 mmol) at room temperature. After about 10 min, NaBH(OAc)3 (7.46 g, 33.44 mmol) was added. An additional amount of dichloroethane (25 mL) was added. The resulting mixture was stirred at room temperature for 64 h. 5% aqueous NaHCO3 was added to quench the reaction. The organic phase was separated and ... Conditions: time 10 minute. As a reaction SMILES: [NH2:1][C:2]1[C:3]([N:8]2[CH2:13][CH2:12][NH:11][CH2:10][CH:9]2[C:14]([O:16][C:17]([CH3:20])([CH3:19])[CH3:18])=[O:15])=[N:4][CH:5]=[CH:6][CH:7]=1.[CH3:21][C:22]([CH3:24])=O.CC(O)=O.[BH-](OC(C)=O)(OC(C)=O)OC(C)=O.[Na+].C([O-])(O)=O.[Na+]>ClC(Cl)C>[C:14]([CH:9]1[CH2:10][NH:11][CH2:12][CH2:13][N:8]1[C:3]1[C:2]([NH:1][CH:22]([CH3:24])[CH3:21])=[CH:7][CH:6]=[CH:5][N:4]=1)([O:16][C:17]([CH3:20])([CH3:19])[CH3:18])=[O:15] |f:3.4,5.6|. Solvent: ClC(C)Cl (dichloroethane), ClC(C)Cl (dichloroethane). Product: C(=O)(OC(C)(C)C)C1N(CCNC1)C1=NC=CC=C1NC(C)C (2-(Boc-piperazinyl)-3-(isopropylamino)pyridine). Reactants: [BH-](OC(=O)C)(OC(=O)C)OC(=O)C.[Na+] (NaBH(OAc)3), NC=1C(=NC=CC1)N1C(CNCC1)C(=O)OC(C)(C)C (3-Amino-2-(Boc-piperazinyl)pyridine), CC(=O)C (Acetone), CC(=O)O (HOAc), C(=O)(O)[O-].[Na+] (NaHCO3). The reactants are N#Cc1ccccc1Cl, N#CCc1ccc(F)cc1, CN(C)C=O. Yields the product N#Cc1ccccc1C(C#N)c1ccc(F)cc1. Reaction SMILES: [Cl:11][c:12]1[c:13]([C:14]#[N:15])[cH:16][cH:17][cH:18][cH:19]1.[F:1][c:2]1[cH:3][cH:4][c:5]([CH2:6][C:7]#[N:8])[cH:9][cH:10]1.[O:20]=[CH:21][N:22]([CH3:23])[CH3:24]>>[F:1][c:2]1[cH:3][cH:4][c:5]([CH:6]([C:7]#[N:8])[c:12]2[c:13]([C:14]#[N:15])[cH:16][cH:17][cH:18][cH:19]2)[cH:9][cH:10]1. Starting materials: NC=1OC=C(C1C#N)C (2-amino-3-cyano-4-methylfuran), C(C)OC(OCC)OCC (triethylorthoformate), C(C)(=O)OC(C)=O (acetic anhydride), ClC1=CC=C(C=C1)CCN (2-(4-chlorophenyl)ethylamine), C(C)(=O)[O-].[Na+] (sodium acetate). The solvent is C(C)(=O)O (acetic acid), O (water). Reaction conditions: temperature 135 celsius. Yields the product CC1=COC=2N=CN=C(C21)NCCC2=CC=C(C=C2)Cl (5-Methyl-N-[2-(4-chlorophenyl)ethyl]furo[2,3-d]pyrimidin-4-amine). RXN SMILES: [NH2:1][C:2]1[O:3][CH:4]=[C:5]([CH3:9])[C:6]=1[C:7]#[N:8].[CH2:10](OC(OCC)OCC)C.C(OC(=O)C)(=O)C.[Cl:27][C:28]1[CH:33]=[CH:32][C:31]([CH2:34][CH2:35][NH2:36])=[CH:30][CH:29]=1.C([O-])(=O)C.[Na+]>O.C(O)(=O)C>[CH3:9][C:5]1[C:6]2[C:7]([NH:36][CH2:35][CH2:34][C:31]3[CH:32]=[CH:33][C:28]([Cl:27])=[CH:29][CH:30]=3)=[N:8][CH:10]=[N:1][C:2]=2[O:3][CH:4]=1 |f:4.5|. Procedure: A mixture of 4.0 g of 2-amino-3-cyano-4-methylfuran, 3 cc of triethylorthoformate, and 0.05 cc of acetic anhydride was heated to 135° C. for three hours. Then 5 g of 2-(4-chlorophenyl)ethylamine, 5 cc of glacial acetic acid, and 3.2 g of sodium acetate were added to the reaction mixture. The temperature of the mixture was maintained at 135° C. for three additional hours, after which the mixture was cooled, treated with water and extracted with dichloromethane. The organic phase was then concentr... The product is CCC(=O)C1CCC(C)(C)c2ccccc21. The reactants are CCBr, CC1(C)CCC(C(=O)O)c2ccccc21, [Cl-], [Cu]I, [Mg]. RXN SMILES: [CH2:18]([CH3:19])[Br:20].[CH3:2][C:3]1([CH3:16])[CH2:4][CH2:5][CH:6]([C:13](=[O:14])[OH:15])[c:7]2[cH:8][cH:9][cH:10][cH:11][c:12]21.[Cl-:1].[Cu:21][I:22].[Mg:17]>>[CH3:2][C:3]1([CH3:16])[CH2:4][CH2:5][CH:6]([C:13](=[O:15])[CH2:18][CH3:19])[c:7]2[cH:8][cH:9][cH:10][cH:11][c:12]21. Reactants: [I-], [K+], O=N[O-], Nc1ccc(C(F)(F)F)c(Cn2ccc(NC(=O)c3c(F)cccc3F)n2)c1, [Na+], O, O=S(=O)(O)O. Product: O=C(Nc1ccn(Cc2cc(I)ccc2C(F)(F)F)n1)c1c(F)cccc1F. Reaction SMILES: [I-:39].[K+:38].[N:34]([O-:35])=[O:36].[NH2:1][c:2]1[cH:3][cH:4][c:5]([C:25]([F:26])([F:27])[F:28])[c:6]([CH2:8][n:9]2[n:10][c:11]([NH:14][C:15]([c:16]3[c:17]([F:23])[cH:18][cH:19][cH:20][c:21]3[F:22])=[O:24])[cH:12][cH:13]2)[cH:7]1.[Na+:37].[OH2:40].[S:29](=[O:30])(=[O:31])([OH:32])[OH:33]>>[c:2]1([I:39])[cH:3][cH:4][c:5]([C:25]([F:26])([F:27])[F:28])[c:6]([CH2:8][n:9]2[n:10][c:11]([NH:14][C:15]([c:16]3[c:17]([F:23])[cH:18][cH:19][cH:20][c:21]3[F:22])=[O:24])[cH:12][cH:13]2)[cH:7]1. RXN SMILES: FC1C=CC=C(OC)C=1[C:10]1[CH:15]=[CH:14][N:13]=[CH:12][C:11]=1[N:16](CC(F)(F)F)C(=O)C1C=C(C(F)(F)F)C=C(S(C)(=O)=O)C=1.[F:38][C:39]([F:51])([F:50])[O:40][C:41]1[CH:46]=[CH:45][CH:44]=[CH:43][C:42]=1B(O)O.[C:52]([O-:55])([O-])=[O:53].[Na+].[Na+].C1(P([C:71]2[CH:76]=[CH:75]C=CC=2)C2C=CC=CC=2)C=CC=CC=1.[C:77]([O-])(O)=O.[Na+]>COCCOC.CC([O-])=O.CC([O-])=O.[Pd+2].CCOC(C)=O>[C:76]([O:55][C:52](=[O:53])[NH:16][C:11]1[CH:12]=[N:13][CH:14]=[CH:15][C:10]=1[C:42]1[CH:43]=[CH:44][CH:45]=[CH:46][C:41]=1[O:40][C:39]([F:51])([F:50])[F:38])([CH3:75])([CH3:71])[CH3:77] |f:2.3.4,6.7,9.10.11|. Run in COCCOC (DME), CCOC(=O)C (EtOAc). Procedure: To a solution of (4-iodo-pyridin-3-yl)-carbamic acid tert-butyl ester (500 mg, 1.56 mmol, example 85, intermediate d) in 6 mL DME were added 2-trifluoromethoxyphenylboronic acid (643 mg, 3.12 mmol) and 2M aqueous Na2CO3 solution (2.0 mL) and the reaction mixture was purged with nitrogen for 15 min. Then Pd(OAc)2 (36 mg, 0.16 mmol) and triphenylphosphine (82 mg, 0.31 mmol) were added and the reaction mixture was stirred at 100° C. for 16 hours. The reaction mixture was poured on 30 mL 10% aqueous... Reagents/catalysts: CC(=O)[O-].CC(=O)[O-].[Pd+2] (Pd(OAc)2). Starting materials: FC1=C(C(=CC=C1)OC)C1=C(C=NC=C1)N(C(C1=CC(=CC(=C1)C(F)(F)F)S(=O)(=O)C)=O)CC(F)(F)F (N-[4-(2-Fluoro-6-methoxy-phenyl)-pyridin-3-yl]-3-methanesulfonyl-N-(2,2,2-trifluoro-ethyl)-5-trifluoromethyl-benzamide), FC1=C(C(=CC=C1)OC)C1=C(C=NC=C1)N(C(C1=CC(=CC(=C1)C(F)(F)F)S(=O)(=O)C)=O)CC(F)(F)F (N-[4-(2-Fluoro-6-methoxy-phenyl)-pyridin-3-yl]-3-methanesulfonyl-N-(2,2,2-trifluoro-ethyl)-5-trifluoromethyl-benzamide), FC(OC1=C(C=CC=C1)B(O)O)(F)F (2-trifluoromethoxyphenylboronic acid), C(=O)([O-])[O-].[Na+].[Na+] (Na2CO3), C(=O)(O)[O-].[Na+] (NaHCO3), C1(=CC=CC=C1)P(C1=CC=CC=C1)C1=CC=CC=C1 (triphenylphosphine). Isolated yield 80.0%. Run at temperature 100 celsius, time 16 hour. The product is C(C)(C)(C)OC(NC=1C=NC=CC1C1=C(C=CC=C1)OC(F)(F)F)=O ([4-(2-Trifluoromethoxy-phenyl)-pyridin-3-yl]-carbamic acid tert-butylester). Reactants: NN (hydrazine), C1=C(C=CC2=CC=CC=C12)N=C=S (2-Naphthyl isothiocyanate). The solvent is C(C)OCC (diethyl ether). Reaction conditions: time 8 hour. Product: NNC(=S)NC1=CC2=CC=CC=C2C=C1 (1-Amino-3-(2-naphthyl)thiourea). As a reaction SMILES: [NH2:1][NH2:2].[CH:3]1[C:12]2[C:7](=[CH:8][CH:9]=[CH:10][CH:11]=2)[CH:6]=[CH:5][C:4]=1[N:13]=[C:14]=[S:15]>C(OCC)C>[NH2:1][NH:2][C:14]([NH:13][C:4]1[CH:5]=[CH:6][C:7]2[C:12](=[CH:11][CH:10]=[CH:9][CH:8]=2)[CH:3]=1)=[S:15]. Reported procedure: Anhydrous hydrazine (1.1 g, 0.035 mole) was dissolved in 150 ml of diethyl ether in a round-bottomed flask. 2-Naphthyl isothiocyanate (4.6 g, 0.25 mole) was added dropwise to the mixture keeping the pot temperature below 30° during the addition. The reaction mixture was stirred overnight at room temperature. The reactants were then cooled and the title product filtered off. The product was air-dried, yield 4.5 g, m.p. 174°-6°.